Dataset: the Open Reaction Database (ORD), a public repository of structured organic reaction records. Task: describe an organic reaction: reactants, conditions, products, and yield Reactants: BrC1=CC=C(C=C1)C1=NC=2C(=NC=CC2)N1CC(=O)O (2-(4-bromophenyl)-3H-imidazo[4,5-b]pyridine-3-acetic acid), C(=O)(N1C=NC=C1)N1C=NC=C1 (1,1'-carbonyldiimidazole), N1CCCCC1 (piperidine). Solvent: O1CCCC1 (tetrahydrofuran), O1CCCC1 (tetrahydrofuran). Run at time 3 hour. The product is BrC1=CC=C(C=C1)C1=NC=2C(=NC=CC2)N1CC(N1CCCCC1)=O (2-(4-Bromophenyl)-3-[2-oxo-2-(1-piperidinyl)ethyl]-3H-imidazo[4,5-b]pyridine). RXN SMILES: [Br:1][C:2]1[CH:7]=[CH:6][C:5]([C:8]2[N:16]([CH2:17][C:18]([OH:20])=O)[C:11]3=[N:12][CH:13]=[CH:14][CH:15]=[C:10]3[N:9]=2)=[CH:4][CH:3]=1.C(N1C=CN=C1)(N1C=CN=C1)=O.[NH:33]1[CH2:38][CH2:37][CH2:36][CH2:35][CH2:34]1>O1CCCC1>[Br:1][C:2]1[CH:3]=[CH:4][C:5]([C:8]2[N:16]([CH2:17][C:18](=[O:20])[N:33]3[CH2:38][CH2:37][CH2:36][CH2:35][CH2:34]3)[C:11]3=[N:12][CH:13]=[CH:14][CH:15]=[C:10]3[N:9]=2)=[CH:6][CH:7]=1. Reported procedure: A suspension of 2-(4-bromophenyl)-3H-imidazo[4,5-b]pyridine-3-acetic acid (6.0 g, 0.018 mole), 1,1'-carbonyldiimidazole (3.1 g, 0.019 mole), and anhydrous tetrahydrofuran (100 ml) was stirred at room temperature with a stream of nitrogen bubbling through for 3 hours. The nitrogen flow was stopped and a solution of piperidine (1.7 g, 0.020 mole) in dry tetrahydrofuran (25 ml) was added. The solution was stirred at room temperature under nitrogen for 2 hours. The reaction mixture was concentrated ... Starting materials: O=O (oxygen), [OH-].[Na+] (sodium hydroxide), [H-].[H-].[H-].[H-].[Li+].[Al+3] (LiAlH4), C(C)C(C(C)=O)C(C)=O (3-ethyl-2,4-pentandione). Solvent: N#N (N2), O (water), C1CCOC1 (THF). Reaction conditions: time 48 hour. The product is C(C)C(C(C)O)C(C)O (3-ethyl-2,4-pentanediol). The yield is 64.3%. RXN SMILES: O=O.[H-].[H-].[H-].[H-].[Li+].[Al+3].[CH2:9]([CH:11]([C:15](=[O:17])[CH3:16])[C:12](=[O:14])[CH3:13])[CH3:10].[OH-].[Na+]>N#N.C1COCC1.O>[CH2:9]([CH:11]([CH:15]([OH:17])[CH3:16])[CH:12]([OH:14])[CH3:13])[CH3:10] |f:1.2.3.4.5.6,8.9|. Reported procedure: In N2 atmosphere free of water and oxygen, to a reactor were successively added 0.024 mol LiAlH4 and 100 ml THF, followed by adding dropwise 0.04 mol 3-ethyl-2,4-pentandione while cooling the mixture with ice-bath. The reaction was allowed to continue at room temperature for 48 hours. Aqueous solution of sodium hydroxide was added carefully to stop the reaction. The reaction mixture was filtered and the cake was washed with anhydrous ethyl ether for three times. The organic phase was combined an... Reactants: CC(=O)O, CC(=O)Cl, COc1ccc(CCNc2cc(-c3cccc(N)c3)nc(OC)n2)cc1, c1ccncc1. Product: COc1ccc(CCNc2cc(-c3cccc(NC(C)=O)c3)nc(OC)n2)cc1. Reaction SMILES: [C:1]([CH3:2])(=[O:3])[OH:4].[CH3:31][C:32](=[O:33])[Cl:34].[NH2:5][c:6]1[cH:7][c:8](-[c:12]2[cH:13][c:14]([NH:20][CH2:21][CH2:22][c:23]3[cH:24][cH:25][c:26]([O:29][CH3:30])[cH:27][cH:28]3)[n:15][c:16]([O:18][CH3:19])[n:17]2)[cH:9][cH:10][cH:11]1.[cH:35]1[cH:36][cH:37][n:38][cH:39][cH:40]1>>[C:1]([CH3:2])(=[O:3])[NH:5][c:6]1[cH:7][c:8](-[c:12]2[cH:13][c:14]([NH:20][CH2:21][CH2:22][c:23]3[cH:24][cH:25][c:26]([O:29][CH3:30])[cH:27][cH:28]3)[n:15][c:16]([O:18][CH3:19])[n:17]2)[cH:9][cH:10][cH:11]1. The reactants are C1CCOC1, CCOC(=O)c1cccc(-c2n[nH]c(C)c2Cl)n1, N. The product is Cc1[nH]nc(-c2cccc(C(N)=O)n2)c1Cl. Reaction SMILES: [CH2:20]1[O:21][CH2:22][CH2:23][CH2:24]1.[Cl:1][c:2]1[c:3](-[c:8]2[cH:9][cH:10][cH:11][c:12]([C:14]([O:16][CH2:15][CH3:17])=[O:18])[n:13]2)[n:4][nH:5][c:6]1[CH3:7].[NH3:19]>>[Cl:1][c:2]1[c:3](-[c:8]2[cH:9][cH:10][cH:11][c:12]([C:14](=[O:16])[NH2:19])[n:13]2)[n:4][nH:5][c:6]1[CH3:7]. Reactants: C(O)([O-])=O.[Na+] (sodium hydrogen carbonate), ice water, S1C(=CC=C1)CCCCC(=O)O (5-(2-thienyl)pentanoic acid), C1(=CC=CC=C1)C (toluene), FC(C(=O)OC(C(F)(F)F)=O)(F)F (trifluoroacetic anhydride). Run in CCOC(=O)C (AcOEt). Run at time 8 hour. Yields the product O=C1CCCCC=2SC=CC21 (4-oxo-5,6,7,8-tetrahydro-4H-cyclohepta[b]thiophene). The yield is 34.5%. RXN SMILES: [S:1]1[CH:5]=[CH:4][CH:3]=[C:2]1[CH2:6][CH2:7][CH2:8][CH2:9][C:10]([OH:12])=O.C1(C)C=CC=CC=1.FC(F)(F)C(OC(=O)C(F)(F)F)=O.C(=O)([O-])O.[Na+]>CCOC(C)=O>[O:12]=[C:10]1[C:3]2[CH:4]=[CH:5][S:1][C:2]=2[CH2:6][CH2:7][CH2:8][CH2:9]1 |f:3.4|. Reported procedure: To a mixture of 5-(2-thienyl)pentanoic acid (5.04 g) and toluene (50 ml) was dropwise added trifluoroacetic anhydride (6.95 ml) over 1 minute with ice-water cooling. The reaction mixture was stirred at room temperature (r.t.) overnight, and was poured into a mixture of a saturated aqueous solution of sodium hydrogen carbonate (NaHCO3) and AcOEt. The organic layer was washed with water and brine, and dried over MgSO4, and evaporated. The resulting oil was purified by chromatography on silica gel ... Reactants: BrC1=C(N=C2N1C=C(C=C2)SC2=CC=CC=C2)NC(=O)OC (3-bromo-2(methoxycarbonylamino)-6(phenylthio) imidazo [1,2-a] pyridine), ClC1=CC(=CC=C1)C(=O)OO (metachloroperbenzoic acid). Run in ClCCl (dichloromethane). Reaction conditions: time 1 hour. The product is BrC1=C(N=C2N1C=C(C=C2)S(=O)C2=CC=CC=C2)NC(=O)OC (3-bromo-2-(methoxycarbonylamino)-6-phenylsulfinyl imidazo [1,2-a] pyridine). Reaction SMILES: [Br:1][C:2]1[N:6]2[CH:7]=[C:8]([S:11][C:12]3[CH:17]=[CH:16][CH:15]=[CH:14][CH:13]=3)[CH:9]=[CH:10][C:5]2=[N:4][C:3]=1[NH:18][C:19]([O:21][CH3:22])=[O:20].ClC1C=CC=C(C(OO)=[O:31])C=1>ClCCl>[Br:1][C:2]1[N:6]2[CH:7]=[C:8]([S:11]([C:12]3[CH:17]=[CH:16][CH:15]=[CH:14][CH:13]=3)=[O:31])[CH:9]=[CH:10][C:5]2=[N:4][C:3]=1[NH:18][C:19]([O:21][CH3:22])=[O:20]. Procedure: Alternatively, one may treat a suspension of 3-bromo-2(methoxycarbonylamino)-6(phenylthio) imidazo [1,2-a] pyridine (1.0 gm. 2.64 mmoles) in 100 ml. of dichloromethane with 85% metachloroperbenzoic acid (464 mg., 2.64 mmoles). After 1 hour at room temperature, the solution is washed with aqueous saturated sodium bicarbonate solution, and with water. After drying the solvent is removed in vacuo and the residue is chromatographed over silica gel to yield 3-bromo-2-(methoxycarbonylamino)-6-phenylsu... Reactants: CCI, CN(C)C=O, CC(C)c1ccccc1N=C1N=CC(C)(C)CS1, [H-], [Na+], O. Yields the product CCN1CC(C)(C)CSC1=Nc1ccccc1C(C)C. RXN SMILES: [CH2:21]([CH3:22])[I:23].[CH3:25][N:26]([CH3:27])[CH:28]=[O:29].[CH:1]([CH3:2])([CH3:3])[c:4]1[c:5]([N:10]=[C:11]2[S:12][CH2:13][C:14]([CH3:17])([CH3:18])[CH:15]=[N:16]2)[cH:6][cH:7][cH:8][cH:9]1.[H-:19].[Na+:20].[OH2:24]>>[CH:1]([CH3:2])([CH3:3])[c:4]1[c:5]([N:10]=[C:11]2[S:12][CH2:13][C:14]([CH3:17])([CH3:18])[CH2:15][N:16]2[CH2:21][CH3:22])[cH:6][cH:7][cH:8][cH:9]1. Reactants: ClCCl, CN(C)C=O, COc1cc(C=CC=CC(=O)O)cc(OC)c1OC, O=C(Cl)C(=O)Cl. Yields the product COc1cc(C=CC=CC(=O)Cl)cc(OC)c1OC. RXN SMILES: [CH2:26]([Cl:27])[Cl:28].[CH3:29][N:30]([CH3:31])[CH:32]=[O:33].[CH3:7][O:8][c:9]1[cH:10][c:11]([CH:19]=[CH:20][CH:21]=[CH:22][C:23](=[O:24])[OH:25])[cH:12][c:13]([O:17][CH3:18])[c:14]1[O:15][CH3:16].[Cl:1][C:2]([C:3]([Cl:4])=[O:5])=[O:6]>>[Cl:1][C:23]([CH:22]=[CH:21][CH:20]=[CH:19][c:11]1[cH:10][c:9]([O:8][CH3:7])[c:14]([O:15][CH3:16])[c:13]([O:17][CH3:18])[cH:12]1)=[O:25].